This data is from the Open Reaction Database (ORD), a public repository of structured organic reaction records. The task is: describe an organic reaction: reactants, conditions, products, and yield Reactants: [Cl-].[Al+3].[Cl-].[Cl-] (aluminum chloride), BrC(C(=O)C1=CC=C(C=C1)F)(C)C (2-bromo-4'-fluoro-2-methylpropiophenone). Run in C(=S)=S (carbon disulfide). Run at temperature 50 celsius, time 3 hour. The product is FC=1C=C2CC(C(C2=CC1)=O)C (5-fluoro-2-methyl-1-indanone). RXN SMILES: [Cl-].[Al+3].[Cl-].[Cl-].Br[C:6]([CH3:17])([CH3:16])[C:7]([C:9]1[CH:14]=[CH:13][C:12]([F:15])=[CH:11][CH:10]=1)=[O:8]>C(=S)=S>[F:15][C:12]1[CH:11]=[C:10]2[C:9](=[CH:14][CH:13]=1)[C:7](=[O:8])[CH:6]([CH3:17])[CH2:16]2 |f:0.1.2.3|. Procedure: To a slurry of 120.2 g. (0.90 mole) of anhydrous aluminum chloride in 54 ml. of carbon disulfide is added 122.6 g. (0.50 mole) of 2-bromo-4'-fluoro-2-methylpropiophenone at 15°-20°C over one hour. The mixture is warmed to 50°C over one hour, stirred at 50°C for three hours and quenched in ice. The product is extracted into toluene. The toluene layer is washed with aqueous sodium hydroxide and water and concentrated in vacuo to give 5-fluoro-2-methyl-1-indanone. The reactants are CC1(N=CC2=C3C(C(CC2C1=O)=O)=NC(=N3)C3=CC=C(C=C3)OCC3=CC=CC=C3)C (7,7-dimethyl-2-(4-benzyloxy-phenyl)-5H,7H-imidazo[4,5-h]isoquinoline-4,6-dione), [H][H] (hydrogen). The reagents and catalysts are [Pd] (palladium-on-charcoal). Solvent: CO (methanol). Yields the product CC1(N=CC2=C3C(C(CC2C1=O)=O)=NC(=N3)C3=CC=C(C=C3)O)C (7,7-Dimethyl-2-(4-hydroxy-phenyl)-5H,7H-imidazo[4,5-h]isoquinoline-4,6-dione). Reaction SMILES: [CH3:1][C:2]1([CH3:31])[C:11](=[O:12])[CH:10]2[C:5](=[C:6]3[N:16]=[C:15]([C:17]4[CH:22]=[CH:21][C:20]([O:23]CC5C=CC=CC=5)=[CH:19][CH:18]=4)[N:14]=[C:7]3[C:8](=[O:13])[CH2:9]2)[CH:4]=[N:3]1.[H][H]>[Pd].CO>[CH3:1][C:2]1([CH3:31])[C:11](=[O:12])[CH:10]2[C:5](=[C:6]3[N:16]=[C:15]([C:17]4[CH:22]=[CH:21][C:20]([OH:23])=[CH:19][CH:18]=4)[N:14]=[C:7]3[C:8](=[O:13])[CH2:9]2)[CH:4]=[N:3]1. Reported procedure: A mixture consisting of 2.3 gm of 7,7-dimethyl-2-(4-benzyloxy-phenyl)-5H,7H-imidazo[4,5-h]isoquinoline-4,6-dione, 200 ml of methanol and 0.5 gm of 10% palladium-on-charcoal was hydrogenated at 50° C. at a hydrogen pressure of 5 atmospheres for 4 hours. The catalyst was then filtered off, the filtrate was evaporated to 50 ml and the precipitated crystals were suction-filtered off.